Dataset: the Open Reaction Database (ORD), a public repository of structured organic reaction records. Task: describe an organic reaction: reactants, conditions, products, and yield The reactants are COC(=O)CC1(CCCCC1)C(C(=O)OC)C(=O)OC (dimethyl 2-(1-methoxycarbonylmethylcyclohexyl)malonate), [H-].[Al+3].[Li+].[H-].[H-].[H-] (lithium aluminum hydride), [OH-].[Na+] (sodium hydroxide), C(C)OCC (Diethyl ether). Run in O1CCCC1 (tetrahydrofuran), O (water), O (water). The product is OCCC1(CCCCC1)C(CO)CO (2-[1-(2-Hydroxyethyl)cyclohexyl]propane-1,3-diol). Yield: 57.8%. RXN SMILES: C[O:2][C:3]([CH2:5][C:6]1([CH:12]([C:17](OC)=[O:18])[C:13](OC)=[O:14])[CH2:11][CH2:10][CH2:9][CH2:8][CH2:7]1)=O.[H-].[Al+3].[Li+].[H-].[H-].[H-].C(OCC)C.[OH-].[Na+]>O1CCCC1.O>[OH:2][CH2:3][CH2:5][C:6]1([CH:12]([CH2:13][OH:14])[CH2:17][OH:18])[CH2:11][CH2:10][CH2:9][CH2:8][CH2:7]1 |f:1.2.3.4.5.6,8.9|. Procedure: To a solution of dimethyl 2-(1-methoxycarbonylmethylcyclohexyl)malonate (490 mg) in tetrahydrofuran (15 mL) was added lithium aluminum hydride (195 mg) under ice cooling. The solution was stirred under reflux for 1 hour, and then, cooled on ice. Diethyl ether was added to the solution, followed by addition of water (0.2 mL) and a 15% aqueous sodium hydroxide solution (0.2 mL). After stirring the solution at room temperature for 15 minutes, water (0.6 mL) was added thereto, and it was stirred at ... Reactants: C(C)N1C(C(=C(C2=NC=C(C=C12)CC1=CC=C(C=C1)F)O)C(=O)OCC)=O (ethyl 1-ethyl-7-[(4-fluorophenyl)methyl]-4-hydroxy-2-oxo-1,2-dihydro-1,5-naphthyridine-3-carboxylate), NCC(C)O (1-amino-2-propanol). Yields the product C(C)N1C(C(=C(C2=NC=C(C=C12)CC1=CC=C(C=C1)F)O)C(=O)NCC(C)O)=O (1-ethyl-7-[(4-fluorophenyl)methyl]-4-hydroxy-N-(2-hydroxypropyl)-2-oxo-1,2-dihydro-1,5-naphthyridine-3-carboxamide). Yield: 38.0%. Reaction SMILES: [CH2:1]([N:3]1[C:12]2[C:7](=[N:8][CH:9]=[C:10]([CH2:13][C:14]3[CH:19]=[CH:18][C:17]([F:20])=[CH:16][CH:15]=3)[CH:11]=2)[C:6]([OH:21])=[C:5]([C:22](OCC)=[O:23])[C:4]1=[O:27])[CH3:2].[NH2:28][CH2:29][CH:30]([OH:32])[CH3:31]>>[CH2:1]([N:3]1[C:12]2[C:7](=[N:8][CH:9]=[C:10]([CH2:13][C:14]3[CH:15]=[CH:16][C:17]([F:20])=[CH:18][CH:19]=3)[CH:11]=2)[C:6]([OH:21])=[C:5]([C:22]([NH:28][CH2:29][CH:30]([OH:32])[CH3:31])=[O:23])[C:4]1=[O:27])[CH3:2]. Reported procedure: In a similar manner to that described in example 196, from ethyl 1-ethyl-7-[(4-fluorophenyl)methyl]-4-hydroxy-2-oxo-1,2-dihydro-1,5-naphthyridine-3-carboxylate (30 mg, 0.081 mmol) and 1-amino-2-propanol (0.05 mL) was prepared 1-ethyl-7-[(4-fluorophenyl)methyl]-4-hydroxy-N-(2-hydroxypropyl)-2-oxo-1,2-dihydro-1,5-naphthyridine-3-carboxamide (12 mg, 38% yield) as a white solid after purification by reverse phase HPLC. 1H NMR (CDCl3) δ 10.49 (s, 1 H), 8.56 (s, 1 H), 7.37 (s, 1 H), 7.18 (m, 2 H), 7.0... The reactants are BrC=1C=CC(=NC1)C#CCNC(OC(C)(C)C)=O (tert-butyl 3-(5-bromopyridin-2-yl)prop-2-ynylcarbamate), C(=O)(OCC1=CC=CC=C1)NCC#C (N-Cbz propargylamine). Reagents/catalysts: Cl[Pd]([P](C1=CC=CC=C1)(C2=CC=CC=C2)C3=CC=CC=C3)([P](C4=CC=CC=C4)(C5=CC=CC=C5)C6=CC=CC=C6)Cl (Pd(PPh3)2Cl2), [Cu]I (CuI). Run in C(C)(=O)OCC (ethyl acetate), C(C)(C)NC(C)C (diisopropylamine). Product: C(C)(C)(C)OC(=O)NCC#CC1=CC=C(C=N1)C#CCNC(OCC1=CC=CC=C1)=O (Benzyl 3-(6-{3-[(tert-butoxycarbonyl)amino]prop-1-ynyl}pyridin-3-yl)prop-2-ynylcarbamate). Yield: 55.1%. As a reaction SMILES: Br[C:2]1[CH:3]=[CH:4][C:5]([C:8]#[C:9][CH2:10][NH:11][C:12](=[O:18])[O:13][C:14]([CH3:17])([CH3:16])[CH3:15])=[N:6][CH:7]=1.[C:19]([NH:29][CH2:30][C:31]#[CH:32])([O:21][CH2:22][C:23]1[CH:28]=[CH:27][CH:26]=[CH:25][CH:24]=1)=[O:20]>C(NC(C)C)(C)C.C(OCC)(=O)C.Cl[Pd](Cl)([P](C1C=CC=CC=1)(C1C=CC=CC=1)C1C=CC=CC=1)[P](C1C=CC=CC=1)(C1C=CC=CC=1)C1C=CC=CC=1.[Cu]I>[C:14]([O:13][C:12]([NH:11][CH2:10][C:9]#[C:8][C:5]1[N:6]=[CH:7][C:2]([C:32]#[C:31][CH2:30][NH:29][C:19](=[O:20])[O:21][CH2:22][C:23]2[CH:28]=[CH:27][CH:26]=[CH:25][CH:24]=2)=[CH:3][CH:4]=1)=[O:18])([CH3:17])([CH3:16])[CH3:15] |^1:48,67|. Reported procedure: A mixture of tert-butyl 3-(5-bromopyridin-2-yl)prop-2-ynylcarbamate (3-1) (1.44 g), N-Cbz propargylamine (1.09 g), Pd(PPh3)2Cl2 (73 mg), and CuI (10 mg) in diisopropylamine (25 mL) was heated under reflux under a nitrogen atmosphere for 3 hours. The mixture was cooled to ambient temperature and diluted with ethyl acetate (70 mL). The precipitates were filtered and rinsed with ethyl acetate (30 mL). The filtrate and washings were combined, concentrated under reduced pressure, and purified by sili...